describe an organic reaction: reactants, conditions, products, and yield From a dataset of the Open Reaction Database (ORD), a public repository of structured organic reaction records. The reactants are ClC=1C=C(C(=O)NC2=CC=C(OC3=CC=C(C=C3)N3CCC(CC3)OCOC)C=C2)C=CC1Cl (1-{4-[4-(3,4-dichlorobenzoylamino)phenoxy]phenyl}-4-(methoxymethoxy)piperidine), Cl (hydrochloric acid), C([O-])([O-])=O.[K+].[K+] (potassium carbonate). Run in C(C)O (ethanol). Reaction conditions: temperature 60 celsius, time 8 hour. The product is ClC=1C=C(C(=O)NC2=CC=C(OC3=CC=C(C=C3)N3CCC(CC3)O)C=C2)C=CC1Cl (1-{4-[4-(3,4-dichlorobenzoylamino)-phenoxy]phenyl}-4-hydroxypiperidine). Reaction SMILES: [Cl:1][C:2]1[CH:3]=[C:4]([CH:31]=[CH:32][C:33]=1[Cl:34])[C:5]([NH:7][C:8]1[CH:30]=[CH:29][C:11]([O:12][C:13]2[CH:18]=[CH:17][C:16]([N:19]3[CH2:24][CH2:23][CH:22]([O:25]COC)[CH2:21][CH2:20]3)=[CH:15][CH:14]=2)=[CH:10][CH:9]=1)=[O:6].Cl.C(=O)([O-])[O-].[K+].[K+]>C(O)C>[Cl:1][C:2]1[CH:3]=[C:4]([CH:31]=[CH:32][C:33]=1[Cl:34])[C:5]([NH:7][C:8]1[CH:30]=[CH:29][C:11]([O:12][C:13]2[CH:14]=[CH:15][C:16]([N:19]3[CH2:20][CH2:21][CH:22]([OH:25])[CH2:23][CH2:24]3)=[CH:17][CH:18]=2)=[CH:10][CH:9]=1)=[O:6] |f:2.3.4|. Procedure details: To a solution of 1-{4-[4-(3,4-dichlorobenzoylamino)phenoxy]phenyl}-4-(methoxymethoxy)piperidine (5.50 g, 11.0 mmol) in ethanol (110 mL) was added 2 M hydrochloric acid (55 mL, 110 mmol), and the resulting solution was stirred for 8 hours at 60° C. To the resulting reaction solution was added potassium carbonate (16 g) at room temperature, and the solvent was evaporated under reduced pressure. Water (200 mL) was added to the residue. Precipitated crystals were collected by filtration, to thereby ... Starting materials: [N+](=O)([O-])C1=CC=CC=2C(C3=CC=CC=C3C(C12)=O)=O (1-nitroanthraquinone), inorganic peroxide, metal oxide, 1-nitro-5,8,11,12-tetrahydroanthraquinone, O=O (oxygen). Yields the product [N+](=O)([O-])C1=CC=CC=2C(C=3CC=CCC3C(C12)=O)=O (1-nitro-5,8-dihydroanthraquinone). Reaction SMILES: [N+:1]([C:4]1[C:17]2[C:16](=[O:18])[C:15]3[C:10](=[CH:11][CH:12]=[CH:13][CH:14]=3)[C:9](=[O:19])[C:8]=2[CH:7]=[CH:6][CH:5]=1)([O-:3])=[O:2].O=O>>[N+:1]([C:4]1[C:17]2[C:16](=[O:18])[C:15]3[CH2:14][CH:13]=[CH:12][CH2:11][C:10]=3[C:9](=[O:19])[C:8]=2[CH:7]=[CH:6][CH:5]=1)([O-:3])=[O:2]. Procedure: A process for the preparation of 1-nitroanthraquinone by (1) reacting 5-nitro-1,4-naphthoquinone with butadiene, (2) oxidising the 1-nitro-5,8,11,12-tetrahydroanthraquinone so obtained to 1-nitroanthraquinone, and (3) isolating the 1-nitroanthraquinone, which process comprises reacting in step (2) 1-nitro-5,8,11,12-tetrahydroanthraquinone (a) with oxygen, as inorganic peroxide compound or a metal oxide as oxidising agent and isolating 1-nitro-5,8-dihydroanthraquinone, and then (b) oxidising this... The reactants are C(=O)(C(F)(F)F)O (TFA), C(C)N1CC2=C(NC=3C=CC(=CC23)C)CC1 (2-Ethyl-2,3,4,5-tetrahydro-8-methyl-1H-pyrido[4,3-b]indole), CC1=CC=C(C2CO2)C=C1 (4-methylstyrene oxide), [H-].[Na+] (NaH). Solvent: CN(C)C=O (DMF). Yields the product C(C)N1CC2=C(N(C=3C=CC(=CC23)C)CC(O)C2=CC=C(C=C2)C)CC1 (racemic-2-(2-ethyl-1,2,3,4-tetrahydro-8-methylpyrido[4,3-b]indol-5-yl)-1-p-tolylethanol). Yield: 14.3%. RXN SMILES: [CH2:1]([N:3]1[CH2:16][CH2:15][C:6]2[NH:7][C:8]3[CH:9]=[CH:10][C:11]([CH3:14])=[CH:12][C:13]=3[C:5]=2[CH2:4]1)[CH3:2].[CH3:17][C:18]1[CH:26]=[CH:25][C:21]([CH:22]2[O:24][CH2:23]2)=[CH:20][CH:19]=1.[H-].[Na+].C(O)(C(F)(F)F)=O>CN(C=O)C>[CH2:1]([N:3]1[CH2:16][CH2:15][C:6]2[N:7]([CH2:23][CH:22]([C:21]3[CH:25]=[CH:26][C:18]([CH3:17])=[CH:19][CH:20]=3)[OH:24])[C:8]3[CH:9]=[CH:10][C:11]([CH3:14])=[CH:12][C:13]=3[C:5]=2[CH2:4]1)[CH3:2] |f:2.3|. Procedure: 2-Ethyl-2,3,4,5-tetrahydro-8-methyl-1H-pyrido[4,3-b]indole (214 mg, 1 mmol), 4-methylstyrene oxide (1 mL, 7.5 mmol) and NaH (120 mg, 3 mmol) were heated in DMF (4 mL) at 120° C. for 16 h (overnight) to obtain 50 mg of racemic-2-(2-ethyl-1,2,3,4-tetrahydro-8-methylpyrido[4,3-b]indol-5-yl)-1-p-tolylethanol as a TFA salt after purification by reverse-phase chromatography (C-18, 500 mm×50 mm, Mobile Phase A=0.05% TFA in water, B=0.05% TFA in acetonitrile, Gradient: 10% B to 80% B in 30 min., injecti... Product: Cc1cc(Nc2cccc(OCCN3CCN(S(=O)(=O)c4ccccc4)CC3)c2)c2ccccc2n1. Reactants: Cc1cc(Nc2cccc(OCCCl)c2)c2ccccc2n1, [Na+], [Na+], O=C([O-])[O-], CN(C)C=O, O=S(=O)(c1ccccc1)N1CCNCC1. As a reaction SMILES: [Cl:1][CH2:2][CH2:3][O:4][c:5]1[cH:6][c:7]([NH:11][c:12]2[cH:13][c:14]([CH3:22])[n:15][c:16]3[cH:17][cH:18][cH:19][cH:20][c:21]23)[cH:8][cH:9][cH:10]1.[Na+:23].[Na+:24].[O-:25][C:26](=[O:27])[O-:28].[O:44]=[CH:45][N:46]([CH3:47])[CH3:48].[c:29]1([S:35](=[O:36])(=[O:37])[N:38]2[CH2:39][CH2:40][NH:41][CH2:42][CH2:43]2)[cH:30][cH:31][cH:32][cH:33][cH:34]1>>[CH2:2]([CH2:3][O:4][c:5]1[cH:6][c:7]([NH:11][c:12]2[cH:13][c:14]([CH3:22])[n:15][c:16]3[cH:17][cH:18][cH:19][cH:20][c:21]23)[cH:8][cH:9][cH:10]1)[N:41]1[CH2:40][CH2:39][N:38]([S:35]([c:29]2[cH:30][cH:31][cH:32][cH:33][cH:34]2)(=[O:36])=[O:37])[CH2:43][CH2:42]1. Reactants: BrBr (bromine), C(Cl)(Cl)Cl (chloroform), BrBr (bromine), S1C(=CC=C1)S(=O)(=O)Cl (2-thiophenesulfonyl chloride), S1C(=CC=C1)S(=O)(=O)NN (2-thiophenesulfonyl hydrazine), BrBr (bromine), O (water), BrBr (bromine). Conditions: temperature 15 celsius. Product: S1C(=CC=C1)S(=O)(=O)Br (2-thiophenesulfonyl bromide). Reaction SMILES: [S:1]1[CH:5]=[CH:4][CH:3]=[C:2]1[S:6](Cl)(=[O:8])=[O:7].S1C=CC=C1S(NN)(=O)=O.O.C(Cl)(Cl)Cl.[Br:25]Br>>[S:1]1[CH:5]=[CH:4][CH:3]=[C:2]1[S:6]([Br:25])(=[O:8])=[O:7]. Procedure details: In the reaction, excess hydrazine in the presence of a solvent, advantageously a lower alkanol, is reacted with the 2-thiophenesulfonyl chloride to form a 2-thiophenesulfonyl hydrazine. In the reaction, the 2-thiophenesulfonyl chloride is gradually added to the hydrazine solution which is maintained at a low temperature, advantageously between about 5° and up to about 15° C. The reaction mixture is then allowed to warm to room temperature, the solvent is removed in vacuo and a mixture of a heavy... Starting materials: COCCNC=1C=C(C=CC1)C1=NN(C2=CC=C(C=C12)C(=O)N)C1OCCCC1 (3-{3-[(2-methoxyethyl)amino]phenyl}-1-perhydro-2H-pyran-2-yl-1H-indazole-5-carboxamide). Run in C1(=CC=CC=C1)C (toluene). Reaction conditions: time 8 hour. The product is COCCNC=1C=C(C=CC1)C1=NNC2=CC=C(C=C12)C(=O)N (3-{3-[(2-Methoxyethyl)amino]phenyl}-1H-indazole-5-carboxamide). As a reaction SMILES: [CH3:1][O:2][CH2:3][CH2:4][NH:5][C:6]1[CH:7]=[C:8]([C:12]2[C:20]3[C:15](=[CH:16][CH:17]=[C:18]([C:21]([NH2:23])=[O:22])[CH:19]=3)[N:14](C3CCCCO3)[N:13]=2)[CH:9]=[CH:10][CH:11]=1>C1(C)C=CC=CC=1>[CH3:1][O:2][CH2:3][CH2:4][NH:5][C:6]1[CH:7]=[C:8]([C:12]2[C:20]3[C:15](=[CH:16][CH:17]=[C:18]([C:21]([NH2:23])=[O:22])[CH:19]=3)[NH:14][N:13]=2)[CH:9]=[CH:10][CH:11]=1. Reported procedure: In a suspension of 3-{3-[(2-methoxyethyl)amino]phenyl}-1-perhydro-2H-pyran-2-yl-1H-indazole-5-carboxamide in 20 mL of toluene was bubbled HCl gas for 20 min. The reaction was then stirred at room temperature overnight. The mixture was neutralized with an aqueous saturated solution of NaHCO3 and was concentrated to dryness under reduced pressure. After 2 preparatory HPLC purifications, a small amount of pure material was isolated. (0.015 g, 8% over 2 steps): 1H NMR (CD3OD) δ 8.59 (dd, 1H), 7.91 (...